Dataset: the Open Reaction Database (ORD), a public repository of structured organic reaction records. Task: describe an organic reaction: reactants, conditions, products, and yield Reactants: COC(C1=CC(=C(C=C1)Cl)S(=O)(=O)CC(=O)O)=O (4-Chloro-3-[(carboxymethyl)sulfonyl]benzoic acid methyl ester). Run in N1=CC=CC=C1 (pyridine). Product: COC(C1=CC(=C(C=C1)Cl)S(=O)(=O)C)=O (4-Chloro-3-(methylsulfonyl)benzoic acid methyl ester). RXN SMILES: [CH3:1][O:2][C:3](=[O:18])[C:4]1[CH:9]=[CH:8][C:7]([Cl:10])=[C:6]([S:11]([CH2:14]C(O)=O)(=[O:13])=[O:12])[CH:5]=1>N1C=CC=CC=1>[CH3:1][O:2][C:3](=[O:18])[C:4]1[CH:9]=[CH:8][C:7]([Cl:10])=[C:6]([S:11]([CH3:14])(=[O:13])=[O:12])[CH:5]=1. Procedure details: 4-Chloro-3-[(carboxymethyl)sulfonyl]benzoic acid methyl ester (5.6 g) was mixed with pyridine (10 mL) and the mixture was refluxed for 30 min and then cooled to room temperature. The product was precipitated by adding water (30 mL). The precipitate was filtered, washed with water and dried (yield 2.5 g). 1H-NMR (400 MHz, DMSO-d6) d=3.43 (s, 3H), 3.92 (s, 3H), 7.92 (d, J=8.2 Hz, 1H), 8.24 (dd, J=8.2 Hz, 2.2 Hz, 1H), 8.53 (d, J=2.2 Hz, 1H). Starting materials: OC1C[C@H](N(C1)C(=O)OCC1=CC=C(C=C1)[N+](=O)[O-])C(=O)O (4-hydroxy-1-(4-nitrobenzyloxycarbonyl)-L-proline), C(=O)(N1C=NC=C1)N1C=NC=C1 (carbonyldiimidazole), N[C@@H]1CN(CC1)C(=O)OC(C)(C)C ((3S)-3-amino-1-(tert-butoxycarbonyl)pyrrolidine). Solvent: C(C)#N (acetonitrile), C(C)#N (acetonitrile). Reaction conditions: time 1 hour. Product: C(C)(C)(C)OC(=O)N1C[C@H](CC1)NC([C@H]1N(CC(C1)O)C(=O)OCC1=CC=C(C=C1)[N+](=O)[O-])=O ((3S)-1-(tert-butoxycarbonyl)-3-[1-(4-nitrobenzyloxycarbonyl)-4-hydroxy-L-prolylamino]pyrrolidine). The yield is 46.6%. As a reaction SMILES: [OH:1][CH:2]1[CH2:6][N:5]([C:7]([O:9][CH2:10][C:11]2[CH:16]=[CH:15][C:14]([N+:17]([O-:19])=[O:18])=[CH:13][CH:12]=2)=[O:8])[C@H:4]([C:20]([OH:22])=O)[CH2:3]1.C(N1C=CN=C1)(N1C=CN=C1)=O.[NH2:35][C@H:36]1[CH2:40][CH2:39][N:38]([C:41]([O:43][C:44]([CH3:47])([CH3:46])[CH3:45])=[O:42])[CH2:37]1>C(#N)C>[C:44]([O:43][C:41]([N:38]1[CH2:39][CH2:40][C@H:36]([NH:35][C:20](=[O:22])[C@@H:4]2[CH2:3][CH:2]([OH:1])[CH2:6][N:5]2[C:7]([O:9][CH2:10][C:11]2[CH:12]=[CH:13][C:14]([N+:17]([O-:19])=[O:18])=[CH:15][CH:16]=2)=[O:8])[CH2:37]1)=[O:42])([CH3:47])([CH3:45])[CH3:46]. Reported procedure: To a solution of 4-hydroxy-1-(4-nitrobenzyloxycarbonyl)-L-proline (1.79 g) in anhydrous acetonitrile (30 ml), N,N,-carbonyldiimidazole (981 mg) was added at room temperature, followed by stirring at room temperature for one hour. To the reaction mixture, a solution of (3S)-3-amino-1-(tert-butoxycarbonyl)pyrrolidine (1.02 g) in anhydrous acetonitrile (20 ml) was added under ice cooling. The resulting mixture was stirred at room temperature for 6 hours. The reaction mixture was purified in a simil... Reactants: BrC=1C=C(C=C(C1)Br)C1(OCCO1)C (2-(3,5-dibromophenyl)-2-methyl-1,3-dioxolane), [Mg] (magnesium), C[Ge](C)(C)Cl (trimethylgermyl chloride). Solvent: O1CCCC1 (tetrahydrofuran). The product is C[Ge](C=1C=C(C=C(C1)[Ge](C)(C)C)C1(OCCO1)C)(C)C (2-[3,5-bis(trimethylgermyl)phenyl]-2-methyl-1,3-dioxolane), C[Ge](C=1C=C(C=CC1)C1(OCCO1)C)(C)C (2-(3-trimethylgermylphenyl)-2-methyl-1,3-dioxolane), mixture. The yield is 11.0%. Reaction SMILES: [Mg].[CH3:2][Ge:3](Cl)([CH3:5])[CH3:4].Br[C:8]1[CH:9]=[C:10]([C:15]2([CH3:20])[O:19][CH2:18][CH2:17][O:16]2)[CH:11]=[C:12](Br)[CH:13]=1>O1CCCC1>[CH3:2][Ge:3]([CH3:5])([CH3:4])[C:8]1[CH:9]=[C:10]([C:15]2([CH3:20])[O:19][CH2:18][CH2:17][O:16]2)[CH:11]=[C:12]([Ge:3]([CH3:5])([CH3:4])[CH3:2])[CH:13]=1.[CH3:2][Ge:3]([CH3:5])([CH3:4])[C:8]1[CH:9]=[C:10]([C:15]2([CH3:20])[O:19][CH2:18][CH2:17][O:16]2)[CH:11]=[CH:12][CH:13]=1. Procedure details: To a suspension of 108 mg (4.44 mmol) of magnesium and 765 mg (5.00 mmol) of trimethylgermyl chloride was added a solution of 644 mg (2.00 mmol) of 2-(3,5-dibromophenyl)-2-methyl-1,3-dioxolane in 10 ml of tetrahydrofuran at 40° C., stirred in an atmosphere of argon. The mixture was stirred at 70° C. for 4.5 hr. and at room temperature overnight. The reaction mixture was poured into ice-aqueous sodium bicarbonate solution and extracted with methylene chloride. The solvent was removed to give pale... Reactants: N1(CCCC1)CCCOC1=CC=C(C=C1)C1(CCOCC1)C(=O)O (4-[4-(3-pyrrolidin-1-ylpropoxy)phenyl]tetrahydro-2H-pyran-4-carboxylic acid), CO (methanol), S(=O)(Cl)Cl (Thionyl chloride). Run in C(C)(=O)OCC (ethyl acetate). Run at temperature -2.5 celsius. Yields the product N1(CCCC1)CCCOC1=CC=C(C=C1)C1(CCOCC1)C(=O)OC (methyl 4-[4-(3-pyrrolidin-1-ylpropoxy)phenyl]tetrahydro-2H-pyran-4-carboxylate), nitrile. As a reaction SMILES: [N:1]1([CH2:6][CH2:7][CH2:8][O:9][C:10]2[CH:15]=[CH:14][C:13]([C:16]3([C:22]([OH:24])=[O:23])[CH2:21][CH2:20][O:19][CH2:18][CH2:17]3)=[CH:12][CH:11]=2)[CH2:5][CH2:4][CH2:3][CH2:2]1.S(Cl)(Cl)=O.[CH3:29]O>C(OCC)(=O)C>[N:1]1([CH2:6][CH2:7][CH2:8][O:9][C:10]2[CH:15]=[CH:14][C:13]([C:16]3([C:22]([O:24][CH3:29])=[O:23])[CH2:21][CH2:20][O:19][CH2:18][CH2:17]3)=[CH:12][CH:11]=2)[CH2:5][CH2:4][CH2:3][CH2:2]1. Procedure details: A suspension of 4-[4-(3-pyrrolidin-1-ylpropoxy)phenyl]tetrahydro-2H-pyran-4-carboxylic acid (23.5 g, 0.0636 mol) in methanol (235 ml, 10 vol) was stirred and cooled to 0 to −5° C. under nitrogen. Thionyl chloride (9.3 ml, 0.1272 mol, 0.40 vol) was charged dropwise over 20 minutes, maintaining the temperature at −5 to +5° C. The resulting slurry was then heated and stirred at reflux under nitrogen for 16 h after which time LC analysis showed 1.4% by area of acid remaining. The solution was evapor...